This data is from the Open Reaction Database (ORD), a public repository of structured organic reaction records. The task is: describe an organic reaction: reactants, conditions, products, and yield Reactants: [N+](=O)([O-])C1=CC=CC=2C(C3=C(C=CC=C3C(C12)=O)[N+](=O)[O-])=O (1,5-dinitro-anthraquinone), [N+](=O)([O-])C1=CC=CC=2C(C3=CC=CC=C3C(C12)=O)=O (1-nitro-anthraquinone), [N+](=O)([O-])C1=CC=CC=2C(C3=CC=CC(=C3C(C12)=O)[N+](=O)[O-])=O (1,8-dinitro-anthraquinone), CN (methylamine), [N+](=O)([O-])C1=CC=CC=2C(C3=CC=C(C=C3C(C12)=O)[N+](=O)[O-])=O (1,7-dinitro-anthraquinone), [N+](=O)([O-])C1=CC=CC=2C(C3=C(C=CC=C3C(C12)=O)[N+](=O)[O-])=O (1,5-dinitro-anthraquinone), [N+](=O)([O-])C1=CC=CC=2C(C3=CC=CC(=C3C(C12)=O)[N+](=O)[O-])=O (1,8-dinitroanthraquinone), [N+](=O)([O-])C1=CC=CC=2C(C3=CC(=CC=C3C(C12)=O)[N+](=O)[O-])=O (1,6-dinitro-anthraquinone). The product is CNC1=CC=CC=2C(C3=C(C=CC=C3C(C12)=O)NC)=O (1,5-dimethylaminoanthraquinone), CNC1=CC=CC=2C(C3=CC=CC(=C3C(C12)=O)NC)=O (1,8-dimethylaminoanthraquinone). RXN SMILES: [N+:1]([C:4]1C2C(=O)C3C(=C([N+]([O-])=O)C=CC=3)C(=O)C=2C=CC=1)([O-])=O.[N+]([C:26]1[C:39]2[C:38](=[O:40])[C:37]3[C:32](=[CH:33][CH:34]=[CH:35][C:36]=3[N+:41]([O-])=O)[C:31](=[O:44])[C:30]=2[CH:29]=[CH:28][CH:27]=1)([O-])=O.[N+]([C:48]1C2C(=O)C3C(=CC=CC=3)C(=O)C=2C=CC=1)([O-])=O.[N+:64]([C:67]1[C:80]2[C:79](=[O:81])[C:78]3[C:73](=[CH:74][C:75]([N+]([O-])=O)=[CH:76][CH:77]=3)[C:72](=[O:85])[C:71]=2[CH:70]=[CH:69][CH:68]=1)([O-])=O.[N+]([C:89]1C2C(=O)C3C(=CC=C([N+]([O-])=O)C=3)C(=O)C=2C=CC=1)([O-])=O.[CH3:108][NH2:109]>>[CH3:4][NH:1][C:29]1[C:30]2[C:31](=[O:44])[C:32]3[C:37](=[C:36]([NH:41][CH3:48])[CH:35]=[CH:34][CH:33]=3)[C:38](=[O:40])[C:39]=2[CH:26]=[CH:27][CH:28]=1.[CH3:108][NH:109][C:77]1[C:78]2[C:79](=[O:81])[C:80]3[C:71](=[CH:70][CH:69]=[CH:68][C:67]=3[NH:64][CH3:89])[C:72](=[O:85])[C:73]=2[CH:74]=[CH:75][CH:76]=1. Procedure details: subjecting 1,5-dinitro-anthraquinone or 1,8-dinitroanthraquinone or their mixtures thereof or mixtures of nitration residues of 1-nitro-anthraquinone, 1,5-dinitro-anthraquinone, 1,6-dinitro-anthraquinone, 1,7-dinitro-anthraquinone and 1,8-dinitro-anthraquinone to aminolysis with methylamine to give 1,5-dimethylaminoanthraquinone or 1,8-dimethylaminoanthraquinone or their mixtures or corresponding mixtures of dimethylamino residues; The reactants are CCCSC1=NC(=O)C(=Cc2ccc3c(cnn3Cc3ccc(F)cc3C(F)(F)F)c2)S1, OCC1CNCCO1. Product: O=C1N=C(N2CCOC(CO)C2)SC1=Cc1ccc2c(cnn2Cc2ccc(F)cc2C(F)(F)F)c1. Reaction SMILES: [F:1][c:2]1[cH:3][c:4]([C:29]([F:30])([F:31])[F:32])[c:5]([CH2:6][n:7]2[n:8][cH:9][c:10]3[cH:11][c:12]([CH:16]=[C:17]4[C:18](=[O:26])[N:19]=[C:20]([S:22][CH2:23][CH2:24][CH3:25])[S:21]4)[cH:13][cH:14][c:15]23)[cH:27][cH:28]1.[O:33]1[CH:34]([CH2:39][OH:40])[CH2:35][NH:36][CH2:37][CH2:38]1>>[F:1][c:2]1[cH:3][c:4]([C:29]([F:30])([F:31])[F:32])[c:5]([CH2:6][n:7]2[n:8][cH:9][c:10]3[cH:11][c:12]([CH:16]=[C:17]4[C:18](=[O:26])[N:19]=[C:20]([N:36]5[CH2:35][CH:34]([CH2:39][OH:40])[O:33][CH2:38][CH2:37]5)[S:21]4)[cH:13][cH:14][c:15]23)[cH:27][cH:28]1. Starting materials: C[C@H](C(=O)N1CCC(CC1)NC1=CC(=C(C=C1)[N+](=O)[O-])C(F)(F)F)CN1CCN(CC1)C1=CC=C(C=C1)C(F)(F)F ((S)-2-methyl-1-[4-(4-nitro-3-trifluoromethyl-phenylamino)-piperidin-1-yl]-3-[4-(4-trifluoromethyl-phenyl)-piperazin-1-yl]-propan-1-one), COC=1C=CC(=CC1)P2(=S)SP(=S)(S2)C=3C=CC(=CC3)OC (Lawesson's reagent). Product: CC(C(=S)N1CCC(CC1)NC1=CC(=C(C=C1)[N+](=O)[O-])C(F)(F)F)CN1CCN(CC1)C1=CC=C(C=C1)C(F)(F)F (2-methyl-1-[4-(4-nitro-3-trifluoromethyl-phenylamino)-piperidin-1-yl]-3-[4-(4-trifluoromethyl-phenyl)-piperazin-1-yl]-propane-1-thione). Reaction SMILES: [CH3:1][C@@H:2]([CH2:25][N:26]1[CH2:31][CH2:30][N:29]([C:32]2[CH:37]=[CH:36][C:35]([C:38]([F:41])([F:40])[F:39])=[CH:34][CH:33]=2)[CH2:28][CH2:27]1)[C:3]([N:5]1[CH2:10][CH2:9][CH:8]([NH:11][C:12]2[CH:17]=[CH:16][C:15]([N+:18]([O-:20])=[O:19])=[C:14]([C:21]([F:24])([F:23])[F:22])[CH:13]=2)[CH2:7][CH2:6]1)=O.COC1C=CC(P2(SP(C3C=CC(OC)=CC=3)(=S)S2)=[S:51])=CC=1>>[CH3:1][CH:2]([CH2:25][N:26]1[CH2:31][CH2:30][N:29]([C:32]2[CH:37]=[CH:36][C:35]([C:38]([F:41])([F:40])[F:39])=[CH:34][CH:33]=2)[CH2:28][CH2:27]1)[C:3]([N:5]1[CH2:10][CH2:9][CH:8]([NH:11][C:12]2[CH:17]=[CH:16][C:15]([N+:18]([O-:20])=[O:19])=[C:14]([C:21]([F:24])([F:23])[F:22])[CH:13]=2)[CH2:7][CH2:6]1)=[S:51]. Procedure: 2-Methyl-1-[4-(4-nitro-3-trifluoromethyl-phenylamino)-piperidin-1-yl]-3-[4-(4-trifluoromethyl-phenyl)-piperazin-1-yl]-propane-1-thione (24 mg; 0.041 mmol, prepared in accordance with Example 68) is reacted with Lawesson's reagent (8 mg; 0.020 mmol) according to the general conditions described in Example 109. The desired product is obtained following purification by preparative HPLC (11 mg; 0.018 mmol). The structure was confirmed using Protocol I-B. Calculated mass=604; observed mass=604; HPLC ... Reactants: C1CCOC1, CCOC(C)=O, Cc1cc(CC(N=[N+]=[N-])c2cccc(Cl)c2)on1, O, c1ccc(P(c2ccccc2)c2ccccc2)cc1. The product is Cc1cc(CC(N)c2cccc(Cl)c2)on1. As a reaction SMILES: [CH2:39]1[O:40][CH2:41][CH2:42][CH2:43]1.[CH3:44][CH2:45][O:46][C:47](=[O:48])[CH3:49].[N:20](=[N+:21]=[N-:22])[CH:23]([CH2:24][c:25]1[cH:26][c:27]([CH3:30])[n:28][o:29]1)[c:31]1[cH:32][c:33]([Cl:37])[cH:34][cH:35][cH:36]1.[OH2:38].[c:1]1([P:2]([c:3]2[cH:4][cH:5][cH:6][cH:7][cH:8]2)[c:9]2[cH:10][cH:11][cH:12][cH:13][cH:14]2)[cH:15][cH:16][cH:17][cH:18][cH:19]1>>[NH2:20][CH:23]([CH2:24][c:25]1[cH:26][c:27]([CH3:30])[n:28][o:29]1)[c:31]1[cH:32][c:33]([Cl:37])[cH:34][cH:35][cH:36]1. Starting materials: [C-]#N.[Na+] (sodium cyanide), resultant product, C(C)N1C2=CC=CC=C2C=2C=C(C=CC12)C=C(C1=CC=C(C=C1)C(F)(F)F)C#N (N-ethyl-3-(2-cyano-2-(4-trifluoromethylphenyl)ethenyl) carbazole), resultant solution, C(C)(=O)[O-].C(C)(=O)[O-].C(C)(=O)[O-].C(C)(=O)[O-].[Pb+4] (lead tetraacetate). Run in O (water), C(Cl)(Cl)Cl (chloroform), CN(C=O)C (N,N-dimethylformamide), O (water). Reaction conditions: time 10 minute. Product: C(C)N1C2=CC=CC=C2C=2C=C(C=CC12)C(=C(C1=CC=C(C=C1)C(F)(F)F)C#N)C#N (N-ethyl-3-(1,2-dicyano-2-(4-trifluoromethylphenyl)ethenyl)carbazole). The yield is 24.1%. RXN SMILES: [CH2:1]([N:3]1[C:15]2[CH:14]=[CH:13][C:12]([CH:16]=[C:17]([C:28]#[N:29])[C:18]3[CH:23]=[CH:22][C:21]([C:24]([F:27])([F:26])[F:25])=[CH:20][CH:19]=3)=[CH:11][C:10]=2[C:9]2[C:4]1=[CH:5][CH:6]=[CH:7][CH:8]=2)[CH3:2].[C-:30]#[N:31].[Na+].C([O-])(=O)C.C([O-])(=O)C.C([O-])(=O)C.C([O-])(=O)C.[Pb+4]>CN(C)C=O.O.C(Cl)(Cl)Cl>[CH2:1]([N:3]1[C:15]2[CH:14]=[CH:13][C:12]([C:16]([C:30]#[N:31])=[C:17]([C:28]#[N:29])[C:18]3[CH:19]=[CH:20][C:21]([C:24]([F:27])([F:25])[F:26])=[CH:22][CH:23]=3)=[CH:11][C:10]=2[C:9]2[C:4]1=[CH:5][CH:6]=[CH:7][CH:8]=2)[CH3:2] |f:1.2,3.4.5.6.7|. Reported procedure: 0.78 g (2.00 mmol) of N-ethyl-3-(2-cyano-2-(4-trifluoromethylphenyl)ethenyl) carbazole and 10 ml of N,N-dimethylformamide as solvent were placed in a 200 ml four-necked flask with a mechanical stirrer and bulb-shaped cooler. To this was added an aqueous solution prepared from 0.10 g (2.00 mmol) of sodium cyanide and 1.0 ml of water, which was stirred for 10 minutes. Further, 0.88 g (2.00 mmol) of lead tetraacetate was added. The resultant product was subjected to the reaction for 30 minutes. Aft... Starting materials: C1CCOC1, Cc1ccc(Cl)nn1, COC(=O)c1ccc(Cl)cc1. Product: O=C(Cc1ccc(Cl)nn1)c1ccc(Cl)cc1. As a reaction SMILES: [CH2:20]1[O:21][CH2:22][CH2:23][CH2:24]1.[Cl:1][c:2]1[n:3][n:4][c:5]([CH3:8])[cH:6][cH:7]1.[Cl:9][c:10]1[cH:11][cH:12][c:13]([C:14](=[O:15])[O:16][CH3:17])[cH:18][cH:19]1>>[Cl:1][c:2]1[n:3][n:4][c:5]([CH2:8][C:14]([c:13]2[cH:12][cH:11][c:10]([Cl:9])[cH:19][cH:18]2)=[O:15])[cH:6][cH:7]1. Starting materials: CC(C)(C)OC(=O)N1CCc2ccc(Nc3nc(Cl)ncc3F)cc2C1, ClCCl, O=C(O)C(F)(F)F. Yields the product Fc1cnc(Cl)nc1Nc1ccc2c(c1)CNCC2. As a reaction SMILES: [Cl:1][c:2]1[n:3][cH:4][c:5]([F:26])[c:6]([NH:8][c:9]2[cH:10][cH:11][c:12]3[c:17]([cH:18]2)[CH2:16][N:15]([C:19]([O:20][C:21]([CH3:22])([CH3:23])[CH3:24])=[O:25])[CH2:14][CH2:13]3)[n:7]1.[Cl:27][CH2:28][Cl:29].[F:30][C:31]([F:32])([F:33])[C:34]([OH:35])=[O:36]>>[Cl:1][c:2]1[n:3][cH:4][c:5]([F:26])[c:6]([NH:8][c:9]2[cH:10][cH:11][c:12]3[c:17]([cH:18]2)[CH2:16][NH:15][CH2:14][CH2:13]3)[n:7]1. The reactants are C(C)OC(=O)N1C(C(C2=CC(=CC=C12)Cl)(C(=O)OCC)CC(=O)OC(C)(C)C)=O (diethyl-3-(2-tert-butoxy-2-oxoethyl)-5-chloro-2-oxoindoline-1,3-dicarboxylate), intermediate 51, ClCCl (dichloromethane). Reaction conditions: time 8 hour. The product is ClC=1C=C2C(C(N(C2=CC1)C(=O)OCC)=O)(C(=O)OCC)CC(=O)O ([5-Chloro-1,3-bis(ethoxycarbonyl)-2-oxo-2,3-dihydro-1H-indol-3-yl]acetic acid). Isolated yield 99.0%. Reaction SMILES: [CH2:1]([O:3][C:4]([N:6]1[C:14]2[C:9](=[CH:10][C:11]([Cl:15])=[CH:12][CH:13]=2)[C:8]([CH2:21][C:22]([O:24]C(C)(C)C)=[O:23])([C:16]([O:18][CH2:19][CH3:20])=[O:17])[C:7]1=[O:29])=[O:5])[CH3:2].ClCCl>>[Cl:15][C:11]1[CH:10]=[C:9]2[C:14](=[CH:13][CH:12]=1)[N:6]([C:4]([O:3][CH2:1][CH3:2])=[O:5])[C:7](=[O:29])[C:8]2([CH2:21][C:22]([OH:24])=[O:23])[C:16]([O:18][CH2:19][CH3:20])=[O:17]. Procedure details: To a solution of diethyl-3-(2-tert-butoxy-2-oxoethyl)-5-chloro-2-oxoindoline-1,3-dicarboxylate, intermediate 51, (1.83 g, 4.30 mmol) in dichloromethane (30 ml) trifluoroacetic acid (3.18 ml, 42.97 mmol) was added at 0-5° C. Stirring was continued at 0-5° C. for 30 minutes and at ambient temperature overnight. Evaporation and drying under high vacuum gave the title compound (1.57 g, 99%) as colorless oil (HPLC purity: 85%). MS (ESI+): 370.2 The reactants are [BH4-], Cc1cc(C(=O)N(C)c2ccc(C(F)(F)F)cc2)ccc1C#N, CO, [Cl-], Cl[Co]Cl, [NH4+], [Na+], O, O, O, O, O, O. Yields the product Cc1cc(C(=O)N(C)c2ccc(C(F)(F)F)cc2)ccc1CN. Reaction SMILES: [BH4-:24].[C:1](#[N:2])[c:3]1[c:4]([CH3:23])[cH:5][c:6]([C:7](=[O:8])[N:9]([c:10]2[cH:11][cH:12][c:13]([C:16]([F:17])([F:18])[F:19])[cH:14][cH:15]2)[CH3:20])[cH:21][cH:22]1.[CH3:28][OH:29].[Cl-:26].[Co:36]([Cl:37])[Cl:38].[NH4+:27].[Na+:25].[OH2:30].[OH2:31].[OH2:32].[OH2:33].[OH2:34].[OH2:35]>>[CH2:1]([NH2:2])[c:3]1[c:4]([CH3:23])[cH:5][c:6]([C:7](=[O:8])[N:9]([c:10]2[cH:11][cH:12][c:13]([C:16]([F:17])([F:18])[F:19])[cH:14][cH:15]2)[CH3:20])[cH:21][cH:22]1. Starting materials: COc1ccc(C[NH2+]CC#Cc2ccc(F)c(C#N)c2)c(OC)c1, CC#N, [Cl-], O=C(ON1C(=O)CCC1=O)c1cc(Cl)c[nH]1, [Na+], O=C([O-])O, O. Product: COc1ccc(CN(CC#Cc2ccc(F)c(C#N)c2)C(=O)c2cc(Cl)c[nH]2)c(OC)c1. RXN SMILES: [C:18](#[N:19])[c:20]1[cH:21][c:22]([C:27]#[C:28][CH2:29][NH2+:30][CH2:31][c:32]2[c:33]([O:40][CH3:41])[cH:34][c:35]([O:38][CH3:39])[cH:36][cH:37]2)[cH:23][cH:24][c:25]1[F:26].[CH3:47][C:48]#[N:49].[Cl-:17].[Cl:1][c:2]1[cH:3][c:4]([C:7]([O:9][N:8]2[C:10](=[O:11])[CH2:12][CH2:13][C:14]2=[O:15])=[O:16])[nH:5][cH:6]1.[Na+:46].[O-:42][C:43]([OH:44])=[O:45].[OH2:50]>>[Cl:1][c:2]1[cH:3][c:4]([C:7](=[O:9])[N:30]([CH2:29][C:28]#[C:27][c:22]2[cH:21][c:20]([C:18]#[N:19])[c:25]([F:26])[cH:24][cH:23]2)[CH2:31][c:32]2[c:33]([O:40][CH3:41])[cH:34][c:35]([O:38][CH3:39])[cH:36][cH:37]2)[nH:5][cH:6]1.